This data is from the Open Reaction Database (ORD), a public repository of structured organic reaction records. The task is: describe an organic reaction: reactants, conditions, products, and yield Reactants: NCCCCCCCC (1-aminooctane), [N+](=O)([O-])C(C)C (2-nitropropane). Solvent: CO (methanol). Run at temperature 40 celsius. The product is [N+](=O)([O-])[C-](C)C.C(CCCCCCC)[NH3+] (1-octylammonium 2-nitropropan-2-ide). Isolated yield 97.6%. As a reaction SMILES: [NH2:1][CH2:2][CH2:3][CH2:4][CH2:5][CH2:6][CH2:7][CH2:8][CH3:9].[N+:10]([CH:13]([CH3:15])[CH3:14])([O-:12])=[O:11]>CO>[N+:10]([C-:13]([CH3:15])[CH3:14])([O-:12])=[O:11].[CH2:2]([NH3+:1])[CH2:3][CH2:4][CH2:5][CH2:6][CH2:7][CH2:8][CH3:9] |f:3.4|. Procedure: Into a flask, 129 g (1.0 mole) of 1-aminooctane and 100 ml of methanol were charged, and then 89 g (1.0 mole) of 2-nitropropane were dropped into the flask maintained at about 40° C over a period of about 30 minutes. After that, upon maintaining the mixture at the same temperature for 30 minutes, crystals were precipitated to give slurry. The reaction mixture was cooled to a temperature of 5° C and then filtered. The filtered precipitates were washed with 30 ml of cold methanol and dried under r...